Task: describe an organic reaction: reactants, conditions, products, and yield. Dataset: the Open Reaction Database (ORD), a public repository of structured organic reaction records The reactants are CS(=O)(=O)c1cccc(NC(=O)Oc2ccccc2)c1, CCN(C(C)C)C(C)C, COCCOc1cc2nccc(Oc3ccc(N)cc3)c2cc1C#N. Product: COCCOc1cc2nccc(Oc3ccc(NC(=O)Nc4cccc(S(C)(=O)=O)c4)cc3)c2cc1C#N. As a reaction SMILES: [CH3:10][S:11](=[O:12])(=[O:13])[c:14]1[cH:15][c:16]([NH:20][C:21]([O:22][c:23]2[cH:24][cH:25][cH:26][cH:27][cH:28]2)=[O:29])[cH:17][cH:18][cH:19]1.[CH:1]([N:2]([CH:3]([CH3:4])[CH3:5])[CH2:6][CH3:7])([CH3:8])[CH3:9].[NH2:30][c:31]1[cH:32][cH:33][c:34]([O:35][c:36]2[cH:37][cH:38][n:39][c:40]3[cH:41][c:42]([O:48][CH2:49][CH2:50][O:51][CH3:52])[c:43]([C:46]#[N:47])[cH:44][c:45]23)[cH:53][cH:54]1>>[CH3:10][S:11](=[O:12])(=[O:13])[c:14]1[cH:15][c:16]([NH:20][C:21](=[O:29])[NH:30][c:31]2[cH:32][cH:33][c:34]([O:35][c:36]3[cH:37][cH:38][n:39][c:40]4[cH:41][c:42]([O:48][CH2:49][CH2:50][O:51][CH3:52])[c:43]([C:46]#[N:47])[cH:44][c:45]34)[cH:53][cH:54]2)[cH:17][cH:18][cH:19]1. The reactants are FC1(CCC(CC1)OC1=C(C=CC(=C1)F)NC=1C2=C(N=CN1)SC(=C2C)C(=O)O)F (4-[2-(4,4-difluoro-cyclohexyloxy)-4-fluoro-phenylamino]-5-methyl-thieno[2,3-d]pyrimidine-6-carboxylic acid), CN(CCCN)C (N,N-dimethyl-propane-1,3-diamine). The product is CN(CCCNC(=O)C1=C(C2=C(N=CN=C2NC2=C(C=C(C=C2)F)OC2CCC(CC2)(F)F)S1)C)C (4-[2-(4,4-Difluoro-cyclohexyloxy)-4-fluoro-phenylamino]-5-methyl-thieno[2,3-d]pyrimidine-6-carboxylic acid (3-dimethylamino-propyl)-amide). As a reaction SMILES: [F:1][C:2]1([F:30])[CH2:7][CH2:6][CH:5]([O:8][C:9]2[CH:14]=[C:13]([F:15])[CH:12]=[CH:11][C:10]=2[NH:16][C:17]2[C:18]3[C:25]([CH3:26])=[C:24]([C:27](O)=[O:28])[S:23][C:19]=3[N:20]=[CH:21][N:22]=2)[CH2:4][CH2:3]1.[CH3:31][N:32]([CH3:37])[CH2:33][CH2:34][CH2:35][NH2:36]>>[CH3:31][N:32]([CH3:37])[CH2:33][CH2:34][CH2:35][NH:36][C:27]([C:24]1[S:23][C:19]2[N:20]=[CH:21][N:22]=[C:17]([NH:16][C:10]3[CH:11]=[CH:12][C:13]([F:15])=[CH:14][C:9]=3[O:8][CH:5]3[CH2:4][CH2:3][C:2]([F:1])([F:30])[CH2:7][CH2:6]3)[C:18]=2[C:25]=1[CH3:26])=[O:28]. Procedure details: Prepared analogously to 33.3 from 0.050 g 4-[2-(4,4-difluoro-cyclohexyloxy)-4-fluoro-phenylamino]-5-methyl-thieno[2,3-d]pyrimidine-6-carboxylic acid (cpd. 33.2) and 0.126 ml N,N-dimethyl-propane-1,3-diamine. Reactants: O (water), C(C=C)C1=C(C=C(C(=O)OC)C=C1O)C(=O)OC (dimethyl 4-allyl-5-hydroxyisophthalate), C(=O)([O-])[O-].[Cs+].[Cs+] (Cs2CO3), C(C1=CC=CC=C1)Br (benzyl bromide). Solvent: CC#N (CH3CN). Run at time 14 hour. Yields the product C(C=C)C1=C(C=C(C(=O)OC)C=C1OCC1=CC=CC=C1)C(=O)OC (Dimethyl 4-allyl-5-(benzyloxy)isophthalate). Yield: 94.6%. RXN SMILES: [CH2:1]([C:4]1[C:13]([OH:14])=[CH:12][C:7]([C:8]([O:10][CH3:11])=[O:9])=[CH:6][C:5]=1[C:15]([O:17][CH3:18])=[O:16])[CH:2]=[CH2:3].C([O-])([O-])=O.[Cs+].[Cs+].[CH2:25](Br)[C:26]1[CH:31]=[CH:30][CH:29]=[CH:28][CH:27]=1.O>CC#N>[CH2:1]([C:4]1[C:13]([O:14][CH2:25][C:26]2[CH:31]=[CH:30][CH:29]=[CH:28][CH:27]=2)=[CH:12][C:7]([C:8]([O:10][CH3:11])=[O:9])=[CH:6][C:5]=1[C:15]([O:17][CH3:18])=[O:16])[CH:2]=[CH2:3] |f:1.2.3|. Reported procedure: To a mixture of dimethyl 4-allyl-5-hydroxyisophthalate (376b) (5.05 g, 20.18 mmol) and Cs2CO3 (13 g, 40.1 mmol) in CH3CN (30 mL) was added benzyl bromide (3.6 mL, 30.27 mmol). The mixture was stirred at room temperature for 14 hours. The solution was treated with water, and extracted with EtOAc (2×). The organic layer was dried over sodium sulfate, filtered and evaporated to provide the desired product as white solid (6.5 g, 98% yield). The crude product was used without purification. 1H NMR (30... Procedure: To a stirred solution of [(3RS,4SR)-1-(4-cyano-benzoyl)-4-(3,4-dichloro-phenyl)-pyrrolidin-3-yl]-methyl-carbamic acid tert-butyl ester (414 mg, 0.87 mmol) in CH2Cl2 (8 ml) was added TFA (2 ml). The reaction mixture was stirred at RT for 2 hours, aqueous NaHCO3 was added until pH=8 and the product was extracted with CH2Cl2. The combined organic phase were dried over Na2SO4. Concentration under vacuo gave 302 mg (92%) of the title product as a colorless oil. ES-MS m/e: 374.1 (M+H+). RXN SMILES: C(O[C:6](=O)[N:7]([CH:9]1[CH:13]([C:14]2[CH:19]=[CH:18][C:17]([Cl:20])=[C:16]([Cl:21])[CH:15]=2)[CH2:12][N:11]([C:22](=[O:31])[C:23]2[CH:28]=[CH:27][C:26]([C:29]#[N:30])=[CH:25][CH:24]=2)[CH2:10]1)C)(C)(C)C.C(O)(C(F)(F)F)=O.C([O-])(O)=O.[Na+]>C(Cl)Cl>[Cl:21][C:16]1[CH:15]=[C:14]([CH:13]2[CH:9]([NH:7][CH3:6])[CH2:10][N:11]([C:22]([C:23]3[CH:24]=[CH:25][C:26]([C:29]#[N:30])=[CH:27][CH:28]=3)=[O:31])[CH2:12]2)[CH:19]=[CH:18][C:17]=1[Cl:20] |f:2.3|. Run at time 2 hour. Yields the product ClC=1C=C(C=CC1Cl)C1CN(CC1NC)C(=O)C1=CC=C(C#N)C=C1 (4-[(3SR,4RS)-3-(3,4-Dichloro-phenyl)-4-methylamino-pyrrolidine-1-carbonyl]-benzonitrile). Solvent: C(Cl)Cl (CH2Cl2). Starting materials: C(C)(C)(C)OC(N(C)C1CN(CC1C1=CC(=C(C=C1)Cl)Cl)C(C1=CC=C(C=C1)C#N)=O)=O ([(3RS,4SR)-1-(4-cyano-benzoyl)-4-(3,4-dichloro-phenyl)-pyrrolidin-3-yl]-methyl-carbamic acid tert-butyl ester), C(=O)(C(F)(F)F)O (TFA), C(=O)(O)[O-].[Na+] (NaHCO3). Isolated yield 92.7%.